Dataset: the Open Reaction Database (ORD), a public repository of structured organic reaction records. Task: describe an organic reaction: reactants, conditions, products, and yield Reactants: solid, BrC1=CC(=CC=2C=C3N(C12)CCNC3=O)F (6-bromo-8-fluoro-3,4-dihydro-2H-pyrazino[1,2-a]indol-1-one), BrC1=CC(=CC=2C=C3N(C12)CCNC3=O)F (6-bromo-8-fluoro-3,4-dihydro-2H-pyrazino[1,2-a]indol-1-one), ClC1=CC=C(C=C1)B(O)O (4-chloro-phenylboronic acid). The product is ClC1=CC=C(C=C1)C1=CC(=CC=2C=C3N(C12)CCNC3=O)F (6-(4-Chloro-phenyl)-8-fluoro-3,4-dihydro-2H-pyrazino[1,2-a]indol-1-one). As a reaction SMILES: Br[C:2]1[C:10]2[N:9]3[CH2:11][CH2:12][NH:13][C:14](=[O:15])[C:8]3=[CH:7][C:6]=2[CH:5]=[C:4]([F:16])[CH:3]=1.[Cl:17][C:18]1[CH:23]=[CH:22][C:21](B(O)O)=[CH:20][CH:19]=1>>[Cl:17][C:18]1[CH:23]=[CH:22][C:21]([C:2]2[C:10]3[N:9]4[CH2:11][CH2:12][NH:13][C:14](=[O:15])[C:8]4=[CH:7][C:6]=3[CH:5]=[C:4]([F:16])[CH:3]=2)=[CH:20][CH:19]=1. Reported procedure: The title compound, light grey solid (75 mg, 95%), MS (ISP) m/z=315.1 [(M+H)+], mp 322° C., was prepared in accordance with the general method of example 1 from 6-bromo-8-fluoro-3,4-dihydro-2H-pyrazino[1,2-a]indol-1-one (intermediate 1) (70.8 mg, 0.25 mmol) and commercially available 4-chloro-phenylboronic acid (50.8 mg, 0.325 mmol). Conditions: time 30 minute. Yield: 96.5%. The product is C1(=CC=CC=C1)C=1N=C(OC1C1=CC=CC=C1)[C@@H]1N(C[C@@H](C1)O)CC=1C=C(OCC(=O)OCC)C=CC1 (ethyl 3-{[(2R, 4R)-2-(4,5-diphenyloxazol-2-yl)-4-hydroxypyrrolidin-1-yl]methyl}phenoxyacetate). Solvent: CCOC(=O)C (EtOAc), CN(C)C=O (DMF). Procedure details: To a mixture of (2R, 4R)-2-(4,5-diphenyloxazol-2-yl)pyrrolidin-4-ol (229 mg) and potassium carbonate (155 mg) in DMF (5 mL) was added ethyl 3-(bromomethyl)phenoxyacetate (245 mg) at 5° C. and stirred at the same temperature for 30 minutes then at room temperature for 16 hours. The reaction mixture was diluted with EtOAc, washed with water and brine, dried (MgSO4), and evaporated in vacuo. The residue was purified by silica gel column chromatography (hexane-EtOAc, 1:2) to give ethyl 3-{[(2R, 4R)-... Starting materials: C1(=CC=CC=C1)C=1N=C(OC1C1=CC=CC=C1)[C@@H]1NC[C@@H](C1)O ((2R, 4R)-2-(4,5-diphenyloxazol-2-yl)pyrrolidin-4-ol), C([O-])([O-])=O.[K+].[K+] (potassium carbonate), BrCC=1C=C(OCC(=O)OCC)C=CC1 (ethyl 3-(bromomethyl)phenoxyacetate). Reaction SMILES: [C:1]1([C:7]2[N:8]=[C:9]([C@H:18]3[CH2:22][C@@H:21]([OH:23])[CH2:20][NH:19]3)[O:10][C:11]=2[C:12]2[CH:17]=[CH:16][CH:15]=[CH:14][CH:13]=2)[CH:6]=[CH:5][CH:4]=[CH:3][CH:2]=1.C(=O)([O-])[O-].[K+].[K+].Br[CH2:31][C:32]1[CH:33]=[C:34]([CH:42]=[CH:43][CH:44]=1)[O:35][CH2:36][C:37]([O:39][CH2:40][CH3:41])=[O:38]>CN(C=O)C.CCOC(C)=O>[C:1]1([C:7]2[N:8]=[C:9]([C@H:18]3[CH2:22][C@@H:21]([OH:23])[CH2:20][N:19]3[CH2:31][C:32]3[CH:33]=[C:34]([CH:42]=[CH:43][CH:44]=3)[O:35][CH2:36][C:37]([O:39][CH2:40][CH3:41])=[O:38])[O:10][C:11]=2[C:12]2[CH:17]=[CH:16][CH:15]=[CH:14][CH:13]=2)[CH:2]=[CH:3][CH:4]=[CH:5][CH:6]=1 |f:1.2.3|. Starting materials: C(C1=CC=CC=C1)[C@@H]1NC(OC1)=O ((4S)-4-benzyl-1,3-oxazolidin-2-one), [Cl-].[Li+] (lithium chloride), C(C)(C)OCC(=O)O (2-isopropoxyacetic acid), CC(C(=O)Cl)(C)C (2,2-dimethylpropanoyl chloride). The solvent is O1CCCC1 (tetrahydrofuran), C(C)N(CC)CC (triethylamine), O1CCCC1 (tetrahydrofuran). Reaction conditions: temperature -15 celsius, time 3 hour. Yields the product C(C1=CC=CC=C1)[C@@H]1N(C(OC1)=O)C(COC(C)C)=O ((4S)-4-Benzyl-3-(2-isopropoxyacetyl)-1,3-oxazolidin-2-one). Yield: 59.6%. RXN SMILES: [CH:1]([O:4][CH2:5][C:6]([OH:8])=O)([CH3:3])[CH3:2].CC(C)(C)C(Cl)=O.[Cl-].[Li+].[CH2:18]([C@H:25]1[CH2:29][O:28][C:27](=[O:30])[NH:26]1)[C:19]1[CH:24]=[CH:23][CH:22]=[CH:21][CH:20]=1>O1CCCC1.C(N(CC)CC)C>[CH2:18]([C@H:25]1[CH2:29][O:28][C:27](=[O:30])[N:26]1[C:6](=[O:8])[CH2:5][O:4][CH:1]([CH3:2])[CH3:3])[C:19]1[CH:20]=[CH:21][CH:22]=[CH:23][CH:24]=1 |f:2.3|. Procedure details: A tetrahydrofuran (6 L) solution of 140 g of 2-isopropoxyacetic acid and 540 mL of triethylamine was cooled to −20° C., to which a tetrahydrofuran (100 mL) solution of 145 g of 2,2-dimethylpropanoyl chloride was added dropwise, followed by stirring the reaction mixture at −10 to −20° C. for 3 hours. The reaction mixture was cooled to −30° C., to which 80 g of anhydrous lithium chloride and then 225 g of (4S)-4-benzyl-1,3-oxazolidin-2-one was added, followed by stirring the reaction mixture overn... Starting materials: CCCC[N+](CCCC)(CCCC)CCCC, COc1cc2[nH]ccc2cc1OCc1ccccc1, ClCCl, [Na+], [OH-], O, O=S(=O)([O-])O, O=S(=O)(Cl)c1ccccc1. Yields the product COc1cc2c(ccn2S(=O)(=O)c2ccccc2)cc1OCc1ccccc1. RXN SMILES: [CH2:37]([N+:38]([CH2:39][CH2:40][CH2:41][CH3:42])([CH2:43][CH2:44][CH2:45][CH3:46])[CH2:47][CH2:48][CH2:49][CH3:50])[CH2:51][CH2:52][CH3:53].[CH2:3]([c:4]1[cH:5][cH:6][cH:7][cH:8][cH:9]1)[O:10][c:11]1[cH:12][c:13]2[cH:14][cH:15][nH:16][c:17]2[cH:18][c:19]1[O:20][CH3:21].[Cl:54][CH2:55][Cl:56].[Na+:2].[OH-:1].[OH2:57].[S:32]([O-:33])([OH:34])(=[O:35])=[O:36].[c:22]1([S:28](=[O:29])(=[O:30])[Cl:31])[cH:23][cH:24][cH:25][cH:26][cH:27]1>>[CH2:3]([c:4]1[cH:5][cH:6][cH:7][cH:8][cH:9]1)[O:10][c:11]1[cH:12][c:13]2[cH:14][cH:15][n:16]([S:28]([c:22]3[cH:23][cH:24][cH:25][cH:26][cH:27]3)(=[O:29])=[O:30])[c:17]2[cH:18][c:19]1[O:20][CH3:21]. Reactants: S1C2=C(C(=C1)C(=O)C1CCN(CC1)C(=O)OC(C)(C)C)C=CC=C2 (4-[(Benzo[b]thiophene-3-yl)carbonyl]-1-piperidinecarboxylic acid, 1,1-dimethylethyl ester), S1C2=C(C=C1)C=CC=C2 (benzo[b]thiophene), BrBr (bromine). The solvent is C(Cl)(Cl)(Cl)Cl (carbon tetrachloride), C(Cl)(Cl)(Cl)Cl (carbon tetrachloride). Yields the product BrC=1C2=C(SC1)C=CC=C2 (3-bromobenzo[b]thiophene). Yield: 48.0%. As a reaction SMILES: [S:1]1[CH:5]=[C:4](C(C2CCN(C(OC(C)(C)C)=O)CC2)=O)[C:3]2[CH:21]=[CH:22][CH:23]=[CH:24][C:2]1=2.S1C=CC2C=CC=CC1=2.[Br:34]Br>C(Cl)(Cl)(Cl)Cl>[Br:34][C:4]1[C:3]2[CH:21]=[CH:22][CH:23]=[CH:24][C:2]=2[S:1][CH:5]=1. Procedure details: 4-[(Benzo[b]thiophene-3-yl)carbonyl]-1-piperidinecarboxylic acid, 1,1-dimethylethyl ester ##STR13## Dissolve benzo[b]thiophene (23 g, 0.170 mmol) in carbon tetrachloride (80 mL). Add, by dropwise addition, a solution of bromine (26.85 g, 0.168 mmol) in carbon tetrachloride (30 mL) and stir at room temperature for 2 days. Quench with a 1M solution of sodium thiosulfate and separate the organic phase. Extract the aqueous phase with carbon tetrachloride, combine the organic phases and dry (MgSO4). ... The reactants are CCOC(=O)C1CC(O)CC1CC, [Na+], [OH-]. Product: CCC1CC(O)CC1C(=O)O. As a reaction SMILES: [CH2:3]([CH3:4])[CH:5]1[CH:6]([C:11](=[O:12])[O:13][CH2:14][CH3:15])[CH2:7][CH:8]([OH:10])[CH2:9]1.[Na+:2].[OH-:1]>>[CH2:3]([CH3:4])[CH:5]1[CH:6]([C:11](=[O:12])[OH:13])[CH2:7][CH:8]([OH:10])[CH2:9]1. Reactants: C(C)(=O)C1=CC2=C(NC(O2)=O)C=C1 (6-acetyl-3H-benzooxazol-2-one), N(=C=O)CCCCCC (1-isocyanatohexane). Yields the product C(C)(=O)C1=CC2=C(NC(O2)=O)C=C1.CCC(CCC)C(=O)N (6-Acetyl-2-oxobenzooxazole 3-hexylcarboxamide). RXN SMILES: [C:1]([C:4]1[CH:13]=[CH:12][C:7]2[NH:8][C:9](=[O:11])[O:10][C:6]=2[CH:5]=1)(=[O:3])[CH3:2].N([CH2:17][CH2:18][CH2:19][CH2:20][CH2:21][CH3:22])=C=O>>[C:1]([C:4]1[CH:13]=[CH:12][C:7]2[NH:8][C:9](=[O:11])[O:10][C:6]=2[CH:5]=1)(=[O:3])[CH3:2].[CH3:22][CH2:21][CH:20]([C:9]([NH2:8])=[O:10])[CH2:19][CH2:18][CH3:17] |f:2.3|. Procedure: 100 mg (0.565 mmol) of 6-acetyl-3H-benzooxazol-2-one were reacted in analogy to Example 1 with 86.2 mg (0.678 mmol) of 1-isocyanatohexane. Yield: 77 mg (45%), M+H+: 305.15.